From a dataset of the Open Reaction Database (ORD), a public repository of structured organic reaction records. describe an organic reaction: reactants, conditions, products, and yield The reactants are C(CCC)(=O)C=1C=NC2=C(C=CC=C2C1NC1=C(C=CC=C1)C)OCCO (3-Butyryl-4-(2-methylphenylamino)-8-(2-hydroxyethoxy)quinoline), CS(=O)(=O)O (methanesulphonic acid). The solvent is C(C)(=O)OCC (ethyl acetate). Conditions: temperature 50 celsius. Yields the product S(C)(=O)(=O)O.C(CCC)(=O)C=1C=NC2=C(C=CC=C2C1NC1=C(C=CC=C1)C)OCCO (3-butyryl-4-(2-methylphenylamino)-8-(2-hydroxyethoxy)quinoline mesylate). RXN SMILES: [C:1]([C:6]1[CH:7]=[N:8][C:9]2[C:14]([C:15]=1[NH:16][C:17]1[CH:22]=[CH:21][CH:20]=[CH:19][C:18]=1[CH3:23])=[CH:13][CH:12]=[CH:11][C:10]=2[O:24][CH2:25][CH2:26][OH:27])(=[O:5])[CH2:2][CH2:3][CH3:4].[CH3:28][S:29]([OH:32])(=[O:31])=[O:30]>C(OCC)(=O)C>[S:29]([OH:32])(=[O:31])(=[O:30])[CH3:28].[C:1]([C:6]1[CH:7]=[N:8][C:9]2[C:14]([C:15]=1[NH:16][C:17]1[CH:22]=[CH:21][CH:20]=[CH:19][C:18]=1[CH3:23])=[CH:13][CH:12]=[CH:11][C:10]=2[O:24][CH2:25][CH2:26][OH:27])(=[O:5])[CH2:2][CH2:3][CH3:4] |f:3.4|. Procedure details: 3-Butyryl-4-(2-methylphenylamino)-8-(2-hydroxyethoxy)quinoline (60 g) was suspended in ethyl acetate (400 ml), warmed to 50° C., and methanesulphonic acid (16.3 g) added with vigorous stirring. The desired salt crystallised on cooling, and was filtered off and washed with ethyl acetate; yield 50.1 g, m.p. 83°-85° C. The reactants are CC(C)(C)OC(=O)Nc1cc(Cl)ccc1C=CC(=O)O, ClCCl, Fc1ccc(CN2CCNCC2)cc1. Yields the product CC(C)(C)OC(=O)Nc1cc(Cl)ccc1C=CC(=O)N1CCN(Cc2ccc(F)cc2)CC1. Reaction SMILES: [C:1]([CH3:2])([CH3:3])([CH3:4])[O:5][C:6](=[O:7])[NH:8][c:9]1[c:10]([CH:16]=[CH:17][C:18](=[O:19])[OH:20])[cH:11][cH:12][c:13]([Cl:15])[cH:14]1.[Cl:35][CH2:36][Cl:37].[F:21][c:22]1[cH:23][cH:24][c:25]([CH2:26][N:27]2[CH2:28][CH2:29][NH:30][CH2:31][CH2:32]2)[cH:33][cH:34]1>>[C:1]([CH3:2])([CH3:3])([CH3:4])[O:5][C:6](=[O:7])[NH:8][c:9]1[c:10]([CH:16]=[CH:17][C:18](=[O:20])[N:30]2[CH2:29][CH2:28][N:27]([CH2:26][c:25]3[cH:24][cH:23][c:22]([F:21])[cH:34][cH:33]3)[CH2:32][CH2:31]2)[cH:11][cH:12][c:13]([Cl:15])[cH:14]1.